This data is from the Open Reaction Database (ORD), a public repository of structured organic reaction records. The task is: describe an organic reaction: reactants, conditions, products, and yield Reactants: N1(CCCCCC1)C(=O)N[C@H](C(=O)O)C (AE), C(C)(C)(C)OC([C@H](CC1=CC=C(C=C1)OCC1=CC=CC=C1)N)=O ((S)-2-Amino-3-(4-benzyloxy-phenyl)-propionic acid tert-butyl ester). The product is C(C)(C)(C)OC(C(CC1=CC=C(C=C1)OCC1=CC=CC=C1)NC(CNC(=O)N1CCCCCC1)=O)=O (2-{2-[(Azepane-1-carbonyl)-amino]-acetylamino}-3-(4-benzyloxy-phenyl)-propionic acid tert-butyl ester). The yield is 46.3%. As a reaction SMILES: [N:1]1([C:8]([NH:10][C@@H:11](C)[C:12]([OH:14])=O)=[O:9])[CH2:7][CH2:6][CH2:5][CH2:4][CH2:3][CH2:2]1.[C:16]([O:20][C:21](=[O:39])[C@@H:22]([NH2:38])[CH2:23][C:24]1[CH:29]=[CH:28][C:27]([O:30][CH2:31][C:32]2[CH:37]=[CH:36][CH:35]=[CH:34][CH:33]=2)=[CH:26][CH:25]=1)([CH3:19])([CH3:18])[CH3:17]>>[C:16]([O:20][C:21](=[O:39])[CH:22]([NH:38][C:12](=[O:14])[CH2:11][NH:10][C:8]([N:1]1[CH2:2][CH2:3][CH2:4][CH2:5][CH2:6][CH2:7]1)=[O:9])[CH2:23][C:24]1[CH:29]=[CH:28][C:27]([O:30][CH2:31][C:32]2[CH:37]=[CH:36][CH:35]=[CH:34][CH:33]=2)=[CH:26][CH:25]=1)([CH3:19])([CH3:17])[CH3:18]. Procedure details: A solution of the product from Example AE ((S)-2-[(azepane-1-carbonyl)-amino]-propanoic acid) (0.50 g, 2.38 mmol) and the product from Example A ((S)-2-amino-3-(4-benzyloxy-phenyl)-propionic acid tert-butyl ester) (0.76 g, 2.33 mmol) were coupled according to the procedure described in Example AH. The reaction mixture was purified by chromatography (silica gel, 1:1 EtOAc/heptane) to give the title compound as a white foam (0.55 g, 43%). Starting materials: FC=1C=C(C=NC1)CN1C=CC=2C1=NC(=CC2)C=2C1=C(N=CC2)N(C(=C1)C=1CN(CCC1)C(=O)OC(C)(C)C)S(=O)(=O)C1=CC=C(C)C=C1 (tert-butyl 3-(1′-((5-fluoropyridin-3-yl)methyl)-1-tosyl-1H,1′H-[4,6′-bipyrrolo[2,3-b]pyridin]-2-yl)-5,6-dihydropyridine-1(2H)-carboxylate), [OH-].[Na+] (sodium hydroxide). Solvent: O1CCCC1 (tetrahydrofuran), CO (methanol). Reaction conditions: time 16 hour. Yields the product C(C)(=O)[O-].[NH4+] (ammonium acetate), FC=1C=C(C=NC1)CN1C=CC=2C1=NC(=CC2)C=2C1=C(N=CC2)NC(=C1)C=1CNCCC1 (1′-[(5-fluoropyridin-3-yl)methyl]-2-(1,2,5,6-tetrahydropyridin-3-yl)-1H,1′H-4,6′-bipyrrolo[2,3-b]pyridine). Reaction SMILES: [F:1][C:2]1[CH:3]=[C:4]([CH2:8][N:9]2[C:13]3=[N:14][C:15]([C:18]4[C:19]5[CH:26]=[C:25]([C:27]6[CH2:28][N:29](C([O:35][C:36]([CH3:39])(C)C)=O)[CH2:30][CH2:31][CH:32]=6)[N:24](S(C6C=CC(C)=CC=6)(=O)=O)[C:20]=5[N:21]=[CH:22][CH:23]=4)=[CH:16][CH:17]=[C:12]3[CH:11]=[CH:10]2)[CH:5]=[N:6][CH:7]=1.[OH-:50].[Na+]>O1CCCC1.CO>[C:36]([O-:35])(=[O:50])[CH3:39].[NH4+:6].[F:1][C:2]1[CH:3]=[C:4]([CH2:8][N:9]2[C:13]3=[N:14][C:15]([C:18]4[C:19]5[CH:26]=[C:25]([C:27]6[CH2:28][NH:29][CH2:30][CH2:31][CH:32]=6)[NH:24][C:20]=5[N:21]=[CH:22][CH:23]=4)=[CH:16][CH:17]=[C:12]3[CH:11]=[CH:10]2)[CH:5]=[N:6][CH:7]=1 |f:1.2,5.6|. Procedure: To a solution of Example 56B (470 mg, ˜0.55 mmol) in 5 mL tetrahydrofuran and 3.5 mL methanol was added aqueous sodium hydroxide (1 M, 2.08 mL, 2.08 mmol). The reaction mixture was stirred at room temperature for 16 hours and concentrated. To the residue was added 2 mL dichloromethane and 1 mL trifluoroacetic acid. The mixture was stirred at room temperature for 40 minutes. The reaction was concentrated then purified by reverse-phase HPLC performed on a Phenomenex Luna C8 AXIA column (30×75 mm, ... Starting materials: CC1(OCCO1)C=1N=C(SC1)CN1N=CC(=C1)N (1-[4-(2-methyl-[1,3]dioxolan-2-yl)-thiazol-2-ylmethyl]-1H-pyrazol-4-ylamine), C1(=CC=CC=C1)C1=C(N=CO1)C(=O)O (5-phenyl-1,3-oxazole-4-carboxylic acid). Yields the product C(C)(=O)C=1N=C(SC1)CN1N=CC(=C1)NC(=O)C=1N=COC1C1=CC=CC=C1 (5-Phenyl-oxazole-4-carboxylic acid [1-(4-acetyl-thiazol-2-ylmethyl)-1H-pyrazol-4-yl]-amide). As a reaction SMILES: [CH3:1][C:2]1([C:7]2[N:8]=[C:9]([CH2:12][N:13]3[CH:17]=[C:16]([NH2:18])[CH:15]=[N:14]3)[S:10][CH:11]=2)[O:6]CCO1.[C:19]1([C:25]2[O:29][CH:28]=[N:27][C:26]=2[C:30](O)=[O:31])[CH:24]=[CH:23][CH:22]=[CH:21][CH:20]=1>>[C:2]([C:7]1[N:8]=[C:9]([CH2:12][N:13]2[CH:17]=[C:16]([NH:18][C:30]([C:26]3[N:27]=[CH:28][O:29][C:25]=3[C:19]3[CH:20]=[CH:21][CH:22]=[CH:23][CH:24]=3)=[O:31])[CH:15]=[N:14]2)[S:10][CH:11]=1)(=[O:6])[CH3:1]. Procedure details: Following general procedure B followed by C starting from 1-[4-(2-methyl-[1,3]dioxolan-2-yl)-thiazol-2-ylmethyl]-1H-pyrazol-4-ylamine and 5-phenyl-1,3-oxazole-4-carboxylic acid. LC-MS-conditions 02: tR=0.93 min; [M+H]+=394.01. RXN SMILES: [H-].[Na+].[Cl:3][C:4]1[C:5]([OH:14])=[C:6]([O:12][CH3:13])[CH:7]=[C:8]([CH:11]=1)[CH:9]=[O:10].Br[CH2:16][CH2:17][OH:18]>CN(C=O)C.C(OCC)(=O)C>[Cl:3][C:4]1[CH:11]=[C:8]([CH:7]=[C:6]([O:12][CH3:13])[C:5]=1[O:14][CH2:16][CH2:17][OH:18])[CH:9]=[O:10] |f:0.1|. Isolated yield 44.8%. The solvent is CN(C)C=O (DMF), CN(C)C=O (DMF), C(C)(=O)OCC (ethyl acetate). Procedure: To a suspension of sodium hydride (60% dispersion in mineral oil, 0.24 g, 6.00 mmol) in DMF (8 mL) was added a solution of 5-chlorovanillin (0.746 g, 4.00 mmol) in DMF (2 mL). The reaction mixture was stirred at RT for 20 minutes and 2-bromoethanol (0.42 mL, 5.93 mmol) added. The reaction mixture was heated at 50° C. for 90 hours. The reaction mixture was diluted with ethyl acetate and washed with water, brine (×2), dried (magnesium sulfate), filtered and the solvent evaporated at reduced pressu... The product is ClC=1C=C(C=O)C=C(C1OCCO)OC (3-chloro-4-(2-hydroxyethoxy)-5-methoxybenzaldehyde). Reaction conditions: time 20 minute. Starting materials: BrCCO (2-bromoethanol), ClC=1C(=C(C=C(C=O)C1)OC)O (5-chlorovanillin), [H-].[Na+] (sodium hydride). Starting materials: C(C1=CC=CC=C1)(=O)Cl (benzoyl chloride), CC1=CC=NC=C1 (4-methylpyridine). Solvent: ClCCl (dichloromethane), ClCCl (dichloromethane). Reaction conditions: temperature 10 celsius, time 16 hour. The product is N1=CC=C(C=C1)CC(=O)C1=CC=CC=C1 (2-(4-pyridinyl)-1-phenylethanone). Reaction SMILES: [C:1](Cl)(=[O:8])[C:2]1[CH:7]=[CH:6][CH:5]=[CH:4][CH:3]=1.[CH3:10][C:11]1[CH:16]=[CH:15][N:14]=[CH:13][CH:12]=1>ClCCl>[N:14]1[CH:15]=[CH:16][C:11]([CH2:10][C:1]([C:2]2[CH:7]=[CH:6][CH:5]=[CH:4][CH:3]=2)=[O:8])=[CH:12][CH:13]=1. Reported procedure: 30.2 g of benzoyl chloride dissolved in 30 cc of dichloromethane was added dropwise over 1 hour to 10 g of 4-methylpyridine dissolved in 60 cc dichloromethane and maintained at 10° C. during the addition. The reaction was brought to room temperature and stirred 16 hours. The reaction was brought to reflux for 1 hour, then cooled and quenched into saturated sodium carbonate solution. The organic layer was separated, solvent removed under reduced pressure and alcohol added. The mixture was refluxe... Reactants: BrC1=C(COCCOCCOC2OCCCC2)C=CC=C1 (2-(2-{2-[(2-Bromobenzyl)oxy]ethoxy}ethoxy)tetrahydro-2H-pyran), C1(=CC=C(C=C1)S(=O)(=O)O)C (p-toluenesulfonic acid), compound 416, O1CCCC=C1 (3,4-dihydro-2H-pyran). Run in C1CCOC1 (THF). Product: BrC1=C(COCCOCCOCCOC2OCCCC2)C=CC=C1 (2-[2-(2-{2-[(2-Bromobenzyl)oxy]ethoxy}ethoxy)ethoxy]tetra hydro-2H-pyran). As a reaction SMILES: [Br:1][C:2]1[CH:21]=[CH:20][CH:19]=[CH:18][C:3]=1[CH2:4][O:5][CH2:6][CH2:7][O:8][CH2:9][CH2:10][O:11][CH:12]1[CH2:17]CCCO1.[O:22]1[CH:27]=[CH:26][CH2:25][CH2:24][CH2:23]1.C1(C)C=CC(S(O)(=O)=[O:35])=CC=1>C1COCC1>[Br:1][C:2]1[CH:21]=[CH:20][CH:19]=[CH:18][C:3]=1[CH2:4][O:5][CH2:6][CH2:7][O:8][CH2:9][CH2:10][O:11][CH2:12][CH2:17][O:35][CH:27]1[CH2:26][CH2:25][CH2:24][CH2:23][O:22]1. Reported procedure: The compound was prepared and worked up as described in the preparation of compound 420. Starting compounds were compound 416 (2.82 g, 8.9 mmol) in 6 mL dry THF, 3,4-dihydro-2H-pyran (0.89 mL, 9.8 mmol) and p-toluenesulfonic acid (37 mg, 0.19 mmol). The crude product was purified by flash chromatography using EtOAc/petroleum ether 1:3 as the eluent to afford the title compound as a pale yellow oil. Starting materials: FC1=C(C=C2C(NC(=NC2=C1)N1N=CC(=C1)C(=O)OCC)=O)C(C)C (ethyl 1-(7-fluoro-6-isopropyl-4-oxo-3,4-dihydroquinazolin-2-yl)-1H-pyrazole-4-carboxylate), C(C)NCC (diethylamine). Yields the product C(C)N(C1=NC(=NC2=CC(=C(C=C12)C(C)C)F)N1N=CC(=C1)C(=O)O)CC (1-(4-(Diethylamino)-7-fluoro-6-isopropylquinazolin-2-yl)-1H-pyrazole-4-carboxylic acid). Reaction SMILES: [F:1][C:2]1[CH:11]=[C:10]2[C:5]([C:6](=O)[NH:7][C:8]([N:12]3[CH:16]=[C:15]([C:17]([O:19]CC)=[O:18])[CH:14]=[N:13]3)=[N:9]2)=[CH:4][C:3]=1[CH:23]([CH3:25])[CH3:24].[CH2:26]([NH:28][CH2:29][CH3:30])[CH3:27]>>[CH2:26]([N:28]([CH2:29][CH3:30])[C:6]1[C:5]2[C:10](=[CH:11][C:2]([F:1])=[C:3]([CH:23]([CH3:24])[CH3:25])[CH:4]=2)[N:9]=[C:8]([N:12]2[CH:16]=[C:15]([C:17]([OH:19])=[O:18])[CH:14]=[N:13]2)[N:7]=1)[CH3:27]. Procedure: The above compound may be made analogous to Example 1 using ethyl 1-(7-fluoro-6-isopropyl-4-oxo-3,4-dihydroquinazolin-2-yl)-1H-pyrazole-4-carboxylate in step D and diethylamine in step E. MS (ESI): predicted mass calcd. for C19H22FN5O2, 371.2 Starting materials: CN(c1cncc(Br)c1)S(=O)(=O)c1ccc(C(F)(F)F)cc1, C1COCCO1, CC(=O)Nc1nc2ccc(B3OC(C)(C)C(C)(C)O3)cc2s1, [Na+], [Na+], O=C([O-])[O-]. Yields the product CC(=O)Nc1nc2ccc(-c3cncc(N(C)S(=O)(=O)c4ccc(C(F)(F)F)cc4)c3)cc2s1. As a reaction SMILES: [Br:1][c:2]1[cH:3][c:4]([N:8]([S:9](=[O:10])(=[O:11])[c:12]2[cH:13][cH:14][c:15]([C:18]([F:19])([F:20])[F:21])[cH:16][cH:17]2)[CH3:22])[cH:5][n:6][cH:7]1.[CH2:51]1[O:52][CH2:53][CH2:54][O:55][CH2:56]1.[CH3:23][C:24]1([CH3:25])[C:26]([CH3:27])([CH3:28])[O:29][B:30]([c:31]2[cH:32][c:33]3[c:34]([n:35][c:36]([NH:38][C:39]([CH3:40])=[O:41])[s:37]3)[cH:42][cH:43]2)[O:44]1.[Na+:45].[Na+:46].[O-:47][C:48](=[O:49])[O-:50]>>[c:2]1(-[c:31]2[cH:32][c:33]3[c:34]([n:35][c:36]([NH:38][C:39]([CH3:40])=[O:41])[s:37]3)[cH:42][cH:43]2)[cH:3][c:4]([N:8]([S:9](=[O:10])(=[O:11])[c:12]2[cH:13][cH:14][c:15]([C:18]([F:19])([F:20])[F:21])[cH:16][cH:17]2)[CH3:22])[cH:5][n:6][cH:7]1. The reactants are FC=1C=C(C=CC1)C1=CCC2(OCCO2)CC1 (8-(3-fluorophenyl)-1,4-dioxaspiro[4.5]dec-7-ene). Reagents/catalysts: [Pd] (Pd/C). Run in C1CCOC1 (THF). Yields the product FC=1C=C(C=CC1)C1CCC2(OCCO2)CC1 (8-(3-fluorophenyl)-1,4-dioxaspiro[4.5]decane). As a reaction SMILES: [F:1][C:2]1[CH:3]=[C:4]([C:8]2[CH2:17][CH2:16][C:11]3([O:15][CH2:14][CH2:13][O:12]3)[CH2:10][CH:9]=2)[CH:5]=[CH:6][CH:7]=1>C1COCC1.[Pd]>[F:1][C:2]1[CH:3]=[C:4]([CH:8]2[CH2:17][CH2:16][C:11]3([O:12][CH2:13][CH2:14][O:15]3)[CH2:10][CH2:9]2)[CH:5]=[CH:6][CH:7]=1. Reported procedure: 306.3 g of 8-(3-fluorophenyl)-1,4-dioxaspiro[4.5]dec-7-ene were dissolved in 3 l of THF, and 30 g of 5% Pd/C were added. The mixture was then hydrogenated at atmospheric pressure. The resultant solution was filtered and evaporated to a residue. The residue was recrystallized twice from 200 ml of hexane at -60° C., giving 8-(3-fluorophenyl)-1,4-dioxaspiro[4.5]decane.